This data is from the Open Reaction Database (ORD), a public repository of structured organic reaction records. The task is: describe an organic reaction: reactants, conditions, products, and yield Reactants: COc1ccc2c(c1)CC(NCC1CCN(C(=O)OC(C)(C)C)CC1)CC2, CC(=O)O[BH-](OC(C)=O)OC(C)=O, CCC=O, CC(Cl)Cl, [Na+]. Product: CCCN(CC1CCN(C(=O)OC(C)(C)C)CC1)C1CCc2ccc(OC)cc2C1. Reaction SMILES: [C:1]([CH3:2])([CH3:3])([CH3:4])[O:5][C:6](=[O:7])[N:8]1[CH2:9][CH2:10][CH:11]([CH2:14][NH:15][CH:16]2[CH2:17][c:18]3[cH:19][c:20]([O:26][CH3:27])[cH:21][cH:22][c:23]3[CH2:24][CH2:25]2)[CH2:12][CH2:13]1.[C:32]([O:33][BH-:34]([O:35][C:36](=[O:37])[CH3:38])[O:39][C:40](=[O:41])[CH3:42])(=[O:43])[CH3:44].[CH:28]([CH2:29][CH3:30])=[O:31].[Cl:46][CH:47]([Cl:48])[CH3:49].[Na+:45]>>[C:1]([CH3:2])([CH3:3])([CH3:4])[O:5][C:6](=[O:7])[N:8]1[CH2:9][CH2:10][CH:11]([CH2:14][N:15]([CH:16]2[CH2:17][c:18]3[cH:19][c:20]([O:26][CH3:27])[cH:21][cH:22][c:23]3[CH2:24][CH2:25]2)[CH2:28][CH2:29][CH3:30])[CH2:12][CH2:13]1. Starting materials: ClC=1C=C2C=CNC2=CC1 (5-chloro-1H-indole), [Cl-].CC1=CC=C(C=[N+](C)C)C=C1 ((4-methyl-benzylidene)-dimethylammonium chloride), CC1=CC=C(C=O)C=C1 (4-methyl-benzaldehyde), CNC (dimethylamine). Product: ClC=1C=C2C(=CNC2=CC1)C(C1=CC=C(C=C1)C)N(C)C ([(5-Chloro-1H-indol-3-yl)-p-tolyl-methyl]-dimethyl-amine). Reaction SMILES: [Cl:1][C:2]1[CH:3]=[C:4]2[C:8](=[CH:9][CH:10]=1)[NH:7][CH:6]=[CH:5]2.[Cl-].[CH3:12][C:13]1[CH:22]=[CH:21][C:16]([CH:17]=[N+:18]([CH3:20])[CH3:19])=[CH:15][CH:14]=1.CC1C=CC(C=O)=CC=1.CNC>>[Cl:1][C:2]1[CH:3]=[C:4]2[C:8](=[CH:9][CH:10]=1)[NH:7][CH:6]=[C:5]2[CH:17]([N:18]([CH3:19])[CH3:20])[C:16]1[CH:21]=[CH:22][C:13]([CH3:12])=[CH:14][CH:15]=1 |f:1.2|. Reported procedure: The preparation was carried out in accordance with general synthesis instructions 4 from 5-chloro-1H-indole and (4-methyl-benzylidene)-dimethylammonium chloride, which had been prepared in accordance with example 44 from 4-methyl-benzaldehyde and dimethylamine.